Dataset: the Open Reaction Database (ORD), a public repository of structured organic reaction records. Task: describe an organic reaction: reactants, conditions, products, and yield Reactants: CCC(C(=O)[O-])C1CN=C(c2cc3cccc(N(C)S(=O)(=O)c4ccccc4OC)c3[nH]2)S1, [K+], C1CCOC1, [OH-], O=C(O)CC(O)(CC(=O)O)C(=O)O. The product is COc1ccccc1S(=O)(=O)N(C)c1cccc2cc(C3=NCC(CC(=O)O)S3)[nH]c12. Reaction SMILES: [CH2:1]([CH3:2])[CH:3]([C:4](=[O:5])[O-:6])[CH:7]1[CH2:8][N:9]=[C:10]([c:12]2[nH:13][c:14]3[c:15]([N:21]([CH3:22])[S:23](=[O:24])(=[O:25])[c:26]4[c:27]([O:32][CH3:33])[cH:28][cH:29][cH:30][cH:31]4)[cH:16][cH:17][cH:18][c:19]3[cH:20]2)[S:11]1.[K+:35].[O:49]1[CH2:50][CH2:51][CH2:52][CH2:53]1.[OH-:34].[OH:36][C:37]([CH2:38][C:39]([C:40](=[O:41])[OH:42])([CH2:43][C:44](=[O:45])[OH:46])[OH:47])=[O:48]>>[CH2:3]([C:4](=[O:5])[OH:6])[CH:7]1[CH2:8][N:9]=[C:10]([c:12]2[nH:13][c:14]3[c:15]([N:21]([CH3:22])[S:23](=[O:24])(=[O:25])[c:26]4[c:27]([O:32][CH3:33])[cH:28][cH:29][cH:30][cH:31]4)[cH:16][cH:17][cH:18][c:19]3[cH:20]2)[S:11]1. Product: N1=CC(=CC=C1)C(C=1SC=CC1)O (2-(3-pyridylhydroxymethyl)thiophene). The solvent is C1CCOC1 (THF). As a reaction SMILES: [N:1]1[CH:6]=[CH:5][CH:4]=[C:3]([CH:7]=[O:8])[CH:2]=1.[S:9]1[CH:13]=[CH:12][CH:11]=[C:10]1[Li].CO.C(Cl)(Cl)Cl>C1COCC1>[N:1]1[CH:6]=[CH:5][CH:4]=[C:3]([CH:7]([OH:8])[C:10]2[S:9][CH:13]=[CH:12][CH:11]=2)[CH:2]=1 |f:2.3|. Conditions: temperature -78 celsius, time 2 hour. The yield is 62.2%. Reported procedure: To a solution of 3-pyridinecarboxaldehyde (5.0 mL, 53 mmol) in THF at -78° C. was added 2-thienyllithium (1.0M in THF. 64 mL, 64 mmol) and the reaction mixture was stirred for 2 hours at -78° C. The reaction mixture was quenched with saturated aqueous NH4Cl and extracted with ether. The organic phase was dried over MgSO4, filtered, and concentrated in vacuo. Chromatography on silica gel (5%, then 10% methanol/CHCl3) gave 2-(3-pyridylhydroxymethyl)thiophene (6.30 g, 62% yield). Starting materials: CO.C(Cl)(Cl)Cl (methanol CHCl3), N1=CC(=CC=C1)C=O (3-pyridinecarboxaldehyde), S1C(=CC=C1)[Li] (2-thienyllithium). The reactants are C[O-].[Na+] (sodium methoxide), C1(=CC=CC=C1)C (toluene), O (water), C(C1=CC=CC=C1)(=O)N1CCC(CC1)CCl (N-benzoyl-4-chloromethylpiperidine). Run in CN(C=O)C (N,N-dimethylformamide). Conditions: temperature 5 celsius, time 4 hour. Product: C(C1=CC=CC=C1)(=O)N1CCC(CC1)=C (N-benzoyl-4-methylenepiperidine). The yield is 78.6%. As a reaction SMILES: [C:1]([N:9]1[CH2:14][CH2:13][CH:12]([CH2:15]Cl)[CH2:11][CH2:10]1)(=[O:8])[C:2]1[CH:7]=[CH:6][CH:5]=[CH:4][CH:3]=1.C[O-].[Na+].C1(C)C=CC=CC=1.O>CN(C)C=O>[C:1]([N:9]1[CH2:14][CH2:13][C:12](=[CH2:15])[CH2:11][CH2:10]1)(=[O:8])[C:2]1[CH:7]=[CH:6][CH:5]=[CH:4][CH:3]=1 |f:1.2|. Reported procedure: In 10 ml of N,N-dimethylformamide was dissolved 1.50 g (6.32 mmol) of N-benzoyl-4-chloromethylpiperidine (D). The resulting solution was cooled to 5° C. and thereto was added 1.36 g (25.28 mmol) of sodium methoxide. After stirring at 60° C. for 4 hours, the reaction mixture was cooled down to room temperature and then poured into a mixed liquid of 40 ml of toluene and 40 ml of iced water. An organic layer was separated and dried over 2 g of anhydrous magnesium sulfate and, thereafter, the solven...